From a dataset of the Open Reaction Database (ORD), a public repository of structured organic reaction records. describe an organic reaction: reactants, conditions, products, and yield Reactants: FN(S(=O)(=O)C(F)(F)F)S(=O)(=O)C(F)(F)F (FN(SO2CF3)2), FC=1C=C(C=CC1)C (3-fluorotoluene), FC1=CC=C(C=C1)C (4-fluorotoluene), FC1=C(C=CC=C1)C (2-fluorotoluene). The solvent is C1(=CC=CC=C1)C (toluene). Conditions: time 10 hour. The product is FN(S(=O)(=O)C(F)(F)F)S(=O)(=O)C(F)(F)F (FN(SO2CF3)2), N(S(=O)(=O)C(F)(F)F)S(=O)(=O)C(F)(F)F (HN(SO2CF3)2). RXN SMILES: [F:1][N:2]([S:10]([C:13]([F:16])([F:15])[F:14])(=[O:12])=[O:11])[S:3]([C:6]([F:9])([F:8])[F:7])(=[O:5])=[O:4].FC1C=CC=CC=1C.FC1C=C(C)C=CC=1.FC1C=CC(C)=CC=1>C1(C)C=CC=CC=1>[F:1][N:2]([S:3]([C:6]([F:9])([F:7])[F:8])(=[O:5])=[O:4])[S:10]([C:13]([F:16])([F:15])[F:14])(=[O:12])=[O:11].[NH:2]([S:3]([C:6]([F:9])([F:7])[F:8])(=[O:5])=[O:4])[S:10]([C:13]([F:16])([F:15])[F:14])(=[O:12])=[O:11]. Procedure: By vacuum transfer, FN(SO2CF3)2 (1.7 mmol) was added to 2.0 ml of toluene at -196° C. The mixture was warmed to room temperature and agitated by hand. A slow color change ensues near 22° C. After 10 hours, 19F NMR shows the presence of 2-fluorotoluene (74%), 3-fluorotoluene (4%) and 4-fluorotoluene (21%). The ratio of unreacted FN(SO2CF3)2 to the HN(SO2CF3)2 formed in the reaction indicates an 80% conversion to the monofluorotoluene isomers. No other fluorine containing products are observed by ... Product: C1(=CC=CC=C1)C1=CC(=NC(=C1)C1=CC=CC=C1)OCCCO (3-[(4,6-diphenyl-2-pyridyl)oxy]-1-propanol). Solvent: C1(=CC=CC=C1)C (toluene). The reagents and catalysts are C([O-])([O-])=O.[Ag+2] (silver carbonate). Procedure details: The procedure in Example 4 is followed but using 4,6-diphenyl-2-pyridone (15 g), freshly distilled 3-bromo-1-propanol (16.5 cc), silver carbonate (8.4 g) and toluene (600 cc). The reaction mixture is refluxed for 144 hours. The product is purified by chromatography under pressure on silica gel (30-60 mm; eluent: n-hexane-ethyl acetate 7-3). (white solid; m.p.=94° C.) Reactants: C1(=CC=CC=C1)C1=CC(NC(=C1)C1=CC=CC=C1)=O (4,6-diphenyl-2-pyridone), BrCCCO (3-bromo-1-propanol). RXN SMILES: [C:1]1([C:7]2[CH:12]=[C:11]([C:13]3[CH:18]=[CH:17][CH:16]=[CH:15][CH:14]=3)[NH:10][C:9](=[O:19])[CH:8]=2)[CH:6]=[CH:5][CH:4]=[CH:3][CH:2]=1.Br[CH2:21][CH2:22][CH2:23][OH:24]>C(=O)([O-])[O-].[Ag+2].C1(C)C=CC=CC=1>[C:1]1([C:7]2[CH:12]=[C:11]([C:13]3[CH:14]=[CH:15][CH:16]=[CH:17][CH:18]=3)[N:10]=[C:9]([O:19][CH2:21][CH2:22][CH2:23][OH:24])[CH:8]=2)[CH:2]=[CH:3][CH:4]=[CH:5][CH:6]=1 |f:2.3|. The reactants are BrC1CC(C(C2=CC=C(C=C12)OC)=O)(C)C (4-Bromo-6-methoxy-2,2-dimethyl-3,4-dihydronaphthalen-1(2H)-one), N(=[N+]=[N-])[Na] (azidosodium). The solvent is CN(C)C=O (DMF). Reaction conditions: temperature 60 celsius. The product is N(=[N+]=[N-])C1CC(C(C2=CC=C(C=C12)OC)=O)(C)C (4-azido-6-methoxy-2,2-dimethyl-3,4-dihydronaphthalen-1(2H)-one). Isolated yield 88.8%. As a reaction SMILES: Br[CH:2]1[C:11]2[C:6](=[CH:7][CH:8]=[C:9]([O:12][CH3:13])[CH:10]=2)[C:5](=[O:14])[C:4]([CH3:16])([CH3:15])[CH2:3]1.[N:17]([Na])=[N+:18]=[N-:19]>CN(C=O)C>[N:17]([CH:2]1[C:11]2[C:6](=[CH:7][CH:8]=[C:9]([O:12][CH3:13])[CH:10]=2)[C:5](=[O:14])[C:4]([CH3:16])([CH3:15])[CH2:3]1)=[N+:18]=[N-:19]. Procedure: 4-Bromo-6-methoxy-2,2-dimethyl-3,4-dihydronaphthalen-1(2H)-one (3.9 g, 14 mmol) was added to DMF (10 mL) followed by azidosodium (3.6 g, 55 mmol). The mixture was heated to 60° C. overnight. The reaction was cooled to RT and quenched with water (25 mL). The aqueous layer was extracted with Et2O (3×100 mL). The combined organic layers were washed with brine, dried over MgSO4 and filtered. The solvent was evaporated and the residue was purified by column chromatography (0-50% EtOAc/Hexane to provi... Starting materials: CO, CCOCC, CCCS(=O)c1ccc(C)c(C#Cc2cc(Cl)ccc2OCC(=O)OC)c1, [Na+], [OH-], O. Yields the product CCCS(=O)c1ccc(C)c(C#Cc2cc(Cl)ccc2OCC(=O)O)c1. RXN SMILES: [CH3:31][OH:32].[CH3:33][CH2:34][O:35][CH2:36][CH3:37].[Cl:1][c:2]1[cH:3][c:4]([C:14]#[C:15][c:16]2[c:17]([CH3:27])[cH:18][cH:19][c:20]([S:22](=[O:23])[CH2:24][CH2:25][CH3:26])[cH:21]2)[c:5]([O:6][CH2:7][C:8](=[O:9])[O:10][CH3:11])[cH:12][cH:13]1.[Na+:29].[OH-:28].[OH2:30]>>[Cl:1][c:2]1[cH:3][c:4]([C:14]#[C:15][c:16]2[c:17]([CH3:27])[cH:18][cH:19][c:20]([S:22](=[O:23])[CH2:24][CH2:25][CH3:26])[cH:21]2)[c:5]([O:6][CH2:7][C:8](=[O:9])[OH:10])[cH:12][cH:13]1. Starting materials: COC(=O)C(Cc1ccccc1)Oc1ccc2cc(-c3ccc(-c4ccccc4)n3Cc3ccccc3)ccc2c1, O. The product is O=C(O)C(Cc1ccccc1)Oc1ccc2cc(-c3ccc(-c4ccccc4)n3Cc3ccccc3)ccc2c1. Reaction SMILES: [CH2:1]([c:2]1[cH:3][cH:4][cH:5][cH:6][cH:7]1)[n:8]1[c:9](-[c:19]2[cH:20][c:21]3[cH:22][cH:23][c:24]([O:29][CH:30]([C:31](=[O:32])[O:33][CH3:34])[CH2:35][c:36]4[cH:37][cH:38][cH:39][cH:40][cH:41]4)[cH:25][c:26]3[cH:27][cH:28]2)[cH:10][cH:11][c:12]1-[c:13]1[cH:14][cH:15][cH:16][cH:17][cH:18]1.[OH2:42]>>[CH2:1]([c:2]1[cH:3][cH:4][cH:5][cH:6][cH:7]1)[n:8]1[c:9](-[c:19]2[cH:20][c:21]3[cH:22][cH:23][c:24]([O:29][CH:30]([C:31](=[O:32])[OH:33])[CH2:35][c:36]4[cH:37][cH:38][cH:39][cH:40][cH:41]4)[cH:25][c:26]3[cH:27][cH:28]2)[cH:10][cH:11][c:12]1-[c:13]1[cH:14][cH:15][cH:16][cH:17][cH:18]1. The product is CCOC(=O)CC1=NS(=O)(=O)c2ccccc2N1. RXN SMILES: [CH2:1]([CH3:2])[O:3][C:4]([CH2:5][C:6](=[O:7])[NH:8][c:9]1[c:10]([S:15]([NH2:16])(=[O:17])=[O:18])[cH:11][cH:12][cH:13][cH:14]1)=[O:19].[P:20]([Cl:21])([Cl:22])([Cl:23])=[O:24]>>[CH2:1]([CH3:2])[O:3][C:4]([CH2:5][C:6]1=[N:16][S:15](=[O:17])(=[O:18])[c:10]2[c:9]([cH:14][cH:13][cH:12][cH:11]2)[NH:8]1)=[O:19]. Reactants: CCOC(=O)CC(=O)Nc1ccccc1S(N)(=O)=O, O=P(Cl)(Cl)Cl.